From a dataset of the Open Reaction Database (ORD), a public repository of structured organic reaction records. describe an organic reaction: reactants, conditions, products, and yield Starting materials: CC(=O)OCC1=C(N2[C@@H]([C@@H](C2=O)N)SC1)C(=O)O (7-ACA), B(F)(F)F.CCOCC (boron trifluoride ethyl ether), S(O)(O)(=O)=O (sulfuric acid), B(OC)(OC)OC (trimethyl borate). Solvent: S1(=O)(=O)CCCC1 (sulfolane). Conditions: temperature 30 celsius. Product: desired product, NC1[C@@H]2N(C(=C(CS2)COC)C(=O)O)C1=O (7-amino-3-methoxymethyl-3-cephem-4-carboxylic acid). Reaction SMILES: C[C:2]([O:4][CH2:5][C:6]1[CH2:15][S:14][C@@H:9]2[C@H:10]([NH2:13])[C:11](=[O:12])[N:8]2[C:7]=1[C:16]([OH:18])=[O:17])=O.B(F)(F)F.CCOCC.S(=O)(=O)(O)O.B(OC)(OC)OC>S1(CCCC1)(=O)=O>[NH2:13][CH:10]1[C:11](=[O:12])[N:8]2[C:7]([C:16]([OH:18])=[O:17])=[C:6]([CH2:5][O:4][CH3:2])[CH2:15][S:14][C@H:9]12 |f:1.2|. Procedure: To 20 ml of sulfolane were added 1.41 g of 7-ACA, 3.2 ml of boron trifluoride ethyl ether, 0.84 ml of concentrated sulfuric acid and 6.12 ml of trimethyl borate. The mixture was heated at 30° C. for 4 hours to advance a reaction. After completion of the reaction, substantially the same procedure as in Example 1 was repeated, to thereby obtain the desired product, namely 7-amino-3-methoxymethyl-3-cephem-4-carboxylic acid. The amount of the desired product was 0.86 g. The yield of the desired prod... Reactants: BrCCCCCCBr, [Li]CCCC, CCCCCC, CC(C)NC(C)C, C1CCOC1, Cc1ccccc1C(=O)O. Product: O=C(O)c1ccccc1CCCCCCCBr. As a reaction SMILES: [Br:29][CH2:30][CH2:31][CH2:32][CH2:33][CH2:34][CH2:35][Br:36].[CH2:8]([Li:9])[CH2:10][CH2:11][CH3:12].[CH3:13][CH2:14][CH2:15][CH2:16][CH2:17][CH3:18].[CH:1]([NH:2][CH:3]([CH3:4])[CH3:5])([CH3:6])[CH3:7].[O:37]1[CH2:38][CH2:39][CH2:40][CH2:41]1.[c:19]1([CH3:28])[c:20]([C:25](=[O:26])[OH:27])[cH:21][cH:22][cH:23][cH:24]1>>[c:19]1([CH2:28][CH2:35][CH2:34][CH2:33][CH2:32][CH2:31][CH2:30][Br:29])[c:20]([C:25](=[O:26])[OH:27])[cH:21][cH:22][cH:23][cH:24]1. The reactants are OC1=CC2=C(C(CO2)=O)C=C1 (6-hydroxy-2H-benzofuran-3-one), COC=1C=C(C=O)C=CC1OCCC (3-methoxy-4-propyloxybenzaldehyde), Cl (hydrochloric acid). The solvent is CO (methanol). Yields the product COC=1C=C(C=CC1OCCC)C=C1OC2=C(C1=O)C=CC(=C2)O (2-[(3-methoxy-4-propyloxyphenyl)methylene]-6-hydroxy-3(2H)-benzofuranone). Yield: 34.0%. Reaction SMILES: [OH:1][C:2]1[CH:11]=[CH:10][C:5]2[C:6](=[O:9])[CH2:7][O:8][C:4]=2[CH:3]=1.[CH3:12][O:13][C:14]1[CH:15]=[C:16]([CH:19]=[CH:20][C:21]=1[O:22][CH2:23][CH2:24][CH3:25])[CH:17]=O.Cl>CO>[CH3:12][O:13][C:14]1[CH:15]=[C:16]([CH:17]=[C:7]2[C:6](=[O:9])[C:5]3[CH:10]=[CH:11][C:2]([OH:1])=[CH:3][C:4]=3[O:8]2)[CH:19]=[CH:20][C:21]=1[O:22][CH2:23][CH2:24][CH3:25]. Procedure: After 6-hydroxy-2H-benzofuran-3-one 1 g and 3-methoxy-4-propyloxybenzaldehyde 1.55 g were dissolved in methanol 70 ml, concentrated hydrochloric acid 50 ml was added, and the mixture was refluxed for two hours. After the solution was cooled to room temperature, the precipitated crystals were filtered and dried over phosphorous pentoxide at a temperature of 60° C. for four hours under reduced pressure to obtain the desired compound 0.74 g. The reactants are C1=CC2=C(C=C1N=C=S)C(=O)OC23C4=C(C=C(C=C4)O)OC5=C3C=CC(=C5)O (FITC), ( I ), C([O-])([O-])=O (carbonate), C1=CC2=C(C=C1N=C=S)C(=O)OC23C4=C(C=C(C=C4)O)OC5=C3C=CC(=C5)O (Fluoresceinisothiocyanate). Run in C(C)O (ethanol). The product is C=1C=CC(=C(C1)C2=C3C=CC(=O)C=C3OC4=C2C=CC(=C4)O)C(=O)O (Fluorescein). RXN SMILES: [CH:1]1[C:6](N=C=S)=[CH:5][C:4]2[C:10]([O:12][C:13]3([C:23]4[CH:24]=[CH:25][C:26]([OH:28])=[CH:27][C:22]=4[O:21][C:15]4[CH:16]=[C:17]([OH:20])[CH:18]=[CH:19][C:14]3=4)[C:3]=2[CH:2]=1)=[O:11].C(=O)([O-])[O-]>C(O)C>[CH:1]1[CH:6]=[CH:5][C:4]([C:10]([OH:12])=[O:11])=[C:3]([C:13]2[C:14]3[CH:19]=[CH:18][C:17]([OH:20])=[CH:16][C:15]=3[O:21][C:22]3[C:23]=2[CH:24]=[CH:25][C:26]([CH:27]=3)=[O:28])[CH:2]=1. Procedure: Fluoresceinisothiocyanate (FITC) is dissolved in ethanol (5 mg solid/ml). To 2 ml of a 5 mg/ml protein solution from (I), 0.5 ml carbonate buffer (1M NaHCO3 --Na2CO3 buffer pH 9) is added, followed by 50 μl FITC solution. The mixture is shaken well and the free FITC is chromatographically separated from the bound molecules on a Sephadex G50 column using a buffer comprising 10 mM Tris, 1 mM EDTA, 50 mM KCl, pH 7.4. The labeled protein is collected in the void volume. Starting materials: C(=O)(O)C=1OC2=C(C1)C(=CC(=C2N2C(N(C(=CC2=O)C(F)(F)F)C)=O)F)Cl (3-(2-carboxy-4-chloro-6-fluorobenzofuran-7-yl)-1-methyl-6-trifluoromethyluracil), O (water), C([O-])([O-])=O.[K+].[K+] (potassium carbonate), CI (methyl iodide). As a reaction SMILES: [C:1]([C:4]1[O:5][C:6]2[C:12]([N:13]3[C:18](=[O:19])[CH:17]=[C:16]([C:20]([F:23])([F:22])[F:21])[N:15]([CH3:24])[C:14]3=[O:25])=[C:11]([F:26])[CH:10]=[C:9]([Cl:27])[C:7]=2[CH:8]=1)([OH:3])=[O:2].[C:28](=O)([O-])[O-].[K+].[K+].CI.O>CN(C)C=O>[Cl:27][C:9]1[C:7]2[CH:8]=[C:4]([C:1]([O:3][CH3:28])=[O:2])[O:5][C:6]=2[C:12]([N:13]2[C:18](=[O:19])[CH:17]=[C:16]([C:20]([F:21])([F:23])[F:22])[N:15]([CH3:24])[C:14]2=[O:25])=[C:11]([F:26])[CH:10]=1 |f:1.2.3|. Yield: 99.8%. Reported procedure: 0.21 g (0.5 mmol) of 3-(2-carboxy-4-chloro-6-fluorobenzofuran-7-yl)-1-methyl-6-trifluoromethyluracil and 0.16 g (1.1 mmol) of potassium carbonate were suspended in 10 ml of N,N-dimethylformamide, and 0.15 g (1.1 mmol) of methyl iodide was added thereto at room temperature, followed by stirring at room temperature for 3 hours. After completion of the reaction, the reaction solution was poured into water and extracted with ethyl acetate. The organic layer was washed sequentially with water and a s... Solvent: CN(C=O)C (N,N-dimethylformamide). Reaction conditions: time 3 hour. The product is ClC1=CC(=C(C2=C1C=C(O2)C(=O)OC)N2C(N(C(=CC2=O)C(F)(F)F)C)=O)F (3-(4-chloro-6-fluoro-2-methoxycarbonylbenzofuran-7-yl)-1-methyl-6-trifluoromethyluracil). Reactants: ClC(Cl)Cl, Fc1nc(NC2=NCC3(CN4CCC3CC4)O2)cc2ccccc12, O=C(OO)c1cccc(Cl)c1. Yields the product [O-][N+]12CCC(CC1)C1(CN=C(Nc3cc4ccccc4c(F)n3)O1)C2. RXN SMILES: [Cl:36][CH:37]([Cl:38])[Cl:39].[F:1][c:2]1[n:3][c:4]([NH:12][C:13]2=[N:17][CH2:16][C:15]3([O:14]2)[CH2:18][N:19]2[CH2:20][CH2:21][CH:22]3[CH2:23][CH2:24]2)[cH:5][c:6]2[cH:7][cH:8][cH:9][cH:10][c:11]12.[OH:25][O:26][C:27]([c:28]1[cH:29][c:30]([Cl:31])[cH:32][cH:33][cH:34]1)=[O:35]>>[F:1][c:2]1[n:3][c:4]([NH:12][C:13]2=[N:17][CH2:16][C:15]3([O:14]2)[CH2:18][N+:19]2([O-:25])[CH2:20][CH2:21][CH:22]3[CH2:23][CH2:24]2)[cH:5][c:6]2[cH:7][cH:8][cH:9][cH:10][c:11]12. Reactants: [BH4-], Cc1noc(C)c1-c1c(C(=O)C(N)=O)c2ccccc2n1-c1ccc(O)cc1, CCO, [Na+]. Yields the product Cc1noc(C)c1-c1c(C(O)C(N)=O)c2ccccc2n1-c1ccc(O)cc1. RXN SMILES: [BH4-:29].[CH3:1][c:2]1[n:3][o:4][c:5]([CH3:28])[c:6]1-[c:7]1[n:8](-[c:21]2[cH:22][cH:23][c:24]([OH:27])[cH:25][cH:26]2)[c:9]2[cH:10][cH:11][cH:12][cH:13][c:14]2[c:15]1[C:16]([C:17](=[O:18])[NH2:19])=[O:20].[CH3:31][CH2:32][OH:33].[Na+:30]>>[CH3:1][c:2]1[n:3][o:4][c:5]([CH3:28])[c:6]1-[c:7]1[n:8](-[c:21]2[cH:22][cH:23][c:24]([OH:27])[cH:25][cH:26]2)[c:9]2[cH:10][cH:11][cH:12][cH:13][c:14]2[c:15]1[CH:16]([C:17](=[O:18])[NH2:19])[OH:20].